From a dataset of the Open Reaction Database (ORD), a public repository of structured organic reaction records. describe an organic reaction: reactants, conditions, products, and yield Reactants: C(NC1=CC=CC=C1)(OC)=O (methyl carbanilate). Reagents/catalysts: [Rh] (Rh on carbon). The solvent is CC(C)O (2-propanol). Run at time 0.8 hour. Yields the product C1(CCCCC1)NC(OC)=O (methyl cyclohexylcarbamate). The yield is 96.0%. Reaction SMILES: [C:1](=[O:11])([O:9][CH3:10])[NH:2][C:3]1[CH:8]=[CH:7][CH:6]=[CH:5][CH:4]=1>[Rh].CC(O)C>[CH:3]1([NH:2][C:1](=[O:11])[O:9][CH3:10])[CH2:8][CH2:7][CH2:6][CH2:5][CH2:4]1. Procedure details: A mixture of 15.1 g. (0.10 mole) of methyl carbanilate, 105 ml. of 2-propanol, and 0.60 g. of 5% Rh on carbon was added to a 300-ml. Magne Drive (tradmark) autoclave. The vessel was sealed, purged first with nitrogen and then with hydrogen, and pressured with hydrogen to 600 psig. The autoclave was heated with agitation at 500-800 psig for 0.3 hr. at 25°-75°, followed by an additional 0.8 hr. at 75° with little or no gas absorption. The autoclave was cooled and depressurized. The reaction produc...